This data is from the Open Reaction Database (ORD), a public repository of structured organic reaction records. The task is: describe an organic reaction: reactants, conditions, products, and yield Reactants: ClC1=CC=C(C(=C1C(=O)O)F)CNC(C(C)(C)C)=O (6-chloro-2-fluoro-3-(pivalamidomethyl)benzoic acid), [N-]=[N+]=[N-].[Na+] (sodium azide). Solvent: S(O)(O)(=O)=O (sulphuric acid). Conditions: temperature 55 celsius, time 18 hour. The product is NC=1C(=C(CNC(C(C)(C)C)=O)C=CC1Cl)F (N-(3-amino-4-chloro-2-fluorobenzyl)pivalamide). The yield is 63.3%. As a reaction SMILES: [Cl:1][C:2]1[C:7](C(O)=O)=[C:6]([F:11])[C:5]([CH2:12][NH:13][C:14](=[O:19])[C:15]([CH3:18])([CH3:17])[CH3:16])=[CH:4][CH:3]=1.[N-:20]=[N+]=[N-].[Na+]>S(=O)(=O)(O)O>[NH2:20][C:7]1[C:6]([F:11])=[C:5]([CH:4]=[CH:3][C:2]=1[Cl:1])[CH2:12][NH:13][C:14](=[O:19])[C:15]([CH3:18])([CH3:17])[CH3:16] |f:1.2|. Procedure details: To a solution of 6-chloro-2-fluoro-3-(pivalamidomethyl)benzoic acid (step-5 of Intermediate-51, 1.0 g, 3.48 mmol) in conc. sulphuric acid (10.0 mL) was added sodium azide (0.271 g, 4.18 mmol). The reaction mass was stirred at 50-60° C. for 18 h. The reaction mass was quenched in ammonia solution (cold) and solid obtained was filtered and suck dried to afford 0.570 g of the product. 1H NMR (300 MHz, DMSO d6): δ 1.11 (s, 9H), 4.21 (d, J=5.7 Hz, 2H), 5.30 (s, 2H), 6.39 (t, J=7.8 Hz, 1H), 7.00 (d, J... Reactants: BrC1=CC=C(C=C1)C1=C(C(=NO1)C)C(C#C)NS(=O)(=O)C (N-{1-[5-(4-bromo-phenyl)-3-methyl-isoxazol-4-yl]-prop-2-ynyl}-methanesulfonamide), C(C1=CC=CC=C1)N=[N+]=[N-] (benzyl azide). Yields the product C(C1=CC=CC=C1)N1N=NC(=C1)C(NS(=O)(=O)C)C=1C(=NOC1C1=CC=C(C=C1)Br)C (N-{(1-Benzyl-1H-[1,2,3]triazol-4-yl)-[5-(4-bromo-phenyl)-3-methyl-isoxazol-4-yl]-methyl}-methanesulfonamide). RXN SMILES: [Br:1][C:2]1[CH:7]=[CH:6][C:5]([C:8]2[O:12][N:11]=[C:10]([CH3:13])[C:9]=2[CH:14]([NH:17][S:18]([CH3:21])(=[O:20])=[O:19])[C:15]#[CH:16])=[CH:4][CH:3]=1.[CH2:22]([N:29]=[N+:30]=[N-:31])[C:23]1[CH:28]=[CH:27][CH:26]=[CH:25][CH:24]=1>>[CH2:22]([N:29]1[CH:16]=[C:15]([CH:14]([C:9]2[C:10]([CH3:13])=[N:11][O:12][C:8]=2[C:5]2[CH:4]=[CH:3][C:2]([Br:1])=[CH:7][CH:6]=2)[NH:17][S:18]([CH3:21])(=[O:20])=[O:19])[N:31]=[N:30]1)[C:23]1[CH:28]=[CH:27][CH:26]=[CH:25][CH:24]=1. Procedure: Prepared according to the procedure described in Example 40, Step 2, using N-{1-[5-(4-bromo-phenyl)-3-methyl-isoxazol-4-yl]-prop-2-ynyl}-methanesulfonamide and benzyl azide. Starting materials: COC=1C=C2C(=CC=NC2=CC1)C1OC1 (6-methoxy-4-oxiranylquinoline), C(C)(C)(C)OC(=O)C1NCCNCC1 ([1,4]-diazepane-5-carboxylic acid tert-butyl ester), Cl(=O)(=O)(=O)[O-].[Li+] (lithium perchlorate), C([O-])([O-])=O.[K+].[K+] (potassium carbonate). Run in CN(C)C=O (DMF), O (water), C(C)(=O)OCC (ethyl acetate). Reaction conditions: temperature 100 celsius. The product is C(C)(C)(C)OC(=O)C1NCCN(CC1)CC(C1=CC=NC2=CC=C(C=C12)OC)O (1-[2-Hydroxy-2-(6-methoxy-quinolin-4-yl)ethyl]-[1,4]-diazepane-5-carboxylic acid tert-butyl ester). As a reaction SMILES: [CH3:1][O:2][C:3]1[CH:4]=[C:5]2[C:10](=[CH:11][CH:12]=1)[N:9]=[CH:8][CH:7]=[C:6]2[CH:13]1[CH2:15][O:14]1.[C:16]([O:20][C:21]([CH:23]1[CH2:29][CH2:28][NH:27][CH2:26][CH2:25][NH:24]1)=[O:22])([CH3:19])([CH3:18])[CH3:17].Cl([O-])(=O)(=O)=O.[Li+].C(=O)([O-])[O-].[K+].[K+]>CN(C=O)C.O.C(OCC)(=O)C>[C:16]([O:20][C:21]([CH:23]1[CH2:29][CH2:28][N:27]([CH2:15][CH:13]([OH:14])[C:6]2[C:5]3[C:10](=[CH:11][CH:12]=[C:3]([O:2][CH3:1])[CH:4]=3)[N:9]=[CH:8][CH:7]=2)[CH2:26][CH2:25][NH:24]1)=[O:22])([CH3:19])([CH3:17])[CH3:18] |f:2.3,4.5.6|. Procedure: A mixture of 6-methoxy-4-oxiranylquinoline (400 mg, 2 mmol), [1,4]-diazepane-5-carboxylic acid tert-butyl ester (400 mg, 2 mmol, prepared as described in J. Chem. Research (S), 1991, 306, 2876), lithium perchlorate (211 mg, 2 mmol) and potassium carbonate (275 mg, 2 mmol) in DMF (5 ml) was heated at 100° C. for 4 hours. The reaction mixture was diluted with water and ethyl acetate, the aqueous phase was extracted with ethyl acetate and the combined organic phases were dried over sodium sulphate ... Reactants: C(C1=CC=CC=C1)OC1=CC=C(C=C1)N1N=NC=C1 (1-[4-(benzyloxy)phenyl]-1H-1,2,3-triazole). Reagents/catalysts: [OH-].[Pd+2].[OH-] (Palladium hydroxide). Run in mixture, C(C)(=O)OCC (ethyl acetate), C(C)O (ethanol). The product is N1(N=NC=C1)C1=CC=C(C=C1)O (4-(1H-1,2,3-triazol-1-yl)phenol). Reaction SMILES: C([O:8][C:9]1[CH:14]=[CH:13][C:12]([N:15]2[CH:19]=[CH:18][N:17]=[N:16]2)=[CH:11][CH:10]=1)C1C=CC=CC=1>C(OCC)(=O)C.C(O)C.[OH-].[Pd+2].[OH-]>[N:15]1([C:12]2[CH:13]=[CH:14][C:9]([OH:8])=[CH:10][CH:11]=2)[CH:19]=[CH:18][N:17]=[N:16]1 |f:3.4.5|. Procedure details: 1-[4-(benzyloxy)phenyl]-1H-1,2,3-triazole (200 mg, 0.8 mmol) was dissolved in 1.6 mL of a mixture of ethyl acetate and ethanol (1:1). The solution was degassed and purged with nitrogen. Palladium hydroxide (20% w/w on carbon, 55.9 mg, 0.08 mmol) was added and the reaction was degassed and purged with hydrogen three times. The hydrogenation was continued at room temperature under a hydrogen balloon overnight. The catalyst was removed by filtration through a plug of silica gel, which was washed th... The reactants are FC(C1=C(CN2CCC(CC2)\C=C/2\C(=NC(S2)=O)NC(C#C)C)C=CC(=C1)C(F)(F)F)(F)F ((5Z)-5-({1-[2,4-bis(trifluoromethyl)benzyl]piperidin-4-yl}methylidene)-4-[(1-methylprop-2-yn-1-yl)amino]-1,3-thiazol-2(5H)-one), Cl.C(C)(=O)OCC (hydrogen chloride ethyl acetate). Solvent: C(C)(=O)OCC (ethyl acetate). Product: Cl.FC(C1=C(CN2CCC(CC2)\C=C/2\C(=NC(S2)=O)NC(C#C)C)C=CC(=C1)C(F)(F)F)(F)F ((5Z)-5-({1-[2,4-bis(trifluoromethyl)benzyl]piperidin-4-yl}methylidene)-4-[(1-methylprop-2-yn-1-yl)amino]-1,3-thiazol-2(5H)-one hydrochloride). Reaction SMILES: [F:1][C:2]([F:33])([F:32])[C:3]1[CH:27]=[C:26]([C:28]([F:31])([F:30])[F:29])[CH:25]=[CH:24][C:4]=1[CH2:5][N:6]1[CH2:11][CH2:10][CH:9](/[CH:12]=[C:13]2/[C:14]([NH:19][CH:20]([CH3:23])[C:21]#[CH:22])=[N:15][C:16](=[O:18])[S:17]/2)[CH2:8][CH2:7]1.[ClH:34].C(OCC)(=O)C>C(OCC)(=O)C>[ClH:34].[F:33][C:2]([F:1])([F:32])[C:3]1[CH:27]=[C:26]([C:28]([F:30])([F:31])[F:29])[CH:25]=[CH:24][C:4]=1[CH2:5][N:6]1[CH2:7][CH2:8][CH:9](/[CH:12]=[C:13]2/[C:14]([NH:19][CH:20]([CH3:23])[C:21]#[CH:22])=[N:15][C:16](=[O:18])[S:17]/2)[CH2:10][CH2:11]1 |f:1.2,4.5|. Procedure details: To a solution of (5Z)-5-({1-[2,4-bis(trifluoromethyl)benzyl]piperidin-4-yl}methylidene)-4-[(1-methylprop-2-yn-1-yl)amino]-1,3-thiazol-2(5H)-one (980 mg) in ethyl acetate (10 mL) was added 4N hydrogen chloride/ethyl acetate (0.50 mL) solution, and the precipitate was collected by filtration to give the title compound (635 mg).